Dataset: the Open Reaction Database (ORD), a public repository of structured organic reaction records. Task: describe an organic reaction: reactants, conditions, products, and yield The reactants are O1[C@@]23[C@@H]1C[C@@]1([C@]([C@@H](CC1C2C[C@@H](C2=CC(C=C[C@]32C)=O)F)C)(C(=O)OC)OC(=O)C=3OC(=CC3)OC(C)=O)C (5-acetoxyfuran-2-carboxylic acid (6S,9S,10S,11S,13S,16R,17R)-9,11-epoxy-6-fluoro-17-methoxycarbonyl-10,13,16-trimethyl-3-oxo-6,7,8,9,10,11,12,13,14,15,16,17-dodecahydro-3H-cyclopenta[a]phenanthren-17-yl ester), [OH-].[Na+] (sodium hydroxide). The solvent is CO (methanol). Yields the product O1[C@@]23[C@@H]1C[C@@]1([C@]([C@@H](CC1C2C[C@@H](C2=CC(C=C[C@]32C)=O)F)C)(C(=O)OC)OC(=O)C=3OC(=CC3)O)C (5-hydroxyfuran-2-carboxylic acid (6S,9S,10S,11S,13S,16R,17R)-9,11-epoxy-6-fluoro-17-methoxycarbonyl-10,13,16-trimethyl-3-oxo-6,7,8,9,10,11,12,13,14,15,16,17-dodecahydro-3H-cyclopenta[a]phenanthren-17-yl ester). RXN SMILES: [O:1]1[C@H:3]2[CH2:4][C@@:5]3([CH3:39])[CH:9]([CH:10]4[CH2:11][C@H:12]([F:21])[C:13]5[C@@:18]([CH3:19])([C@:2]124)[CH:17]=[CH:16][C:15](=[O:20])[CH:14]=5)[CH2:8][C@@H:7]([CH3:22])[C@:6]3([O:27][C:28]([C:30]1[O:31][C:32]([O:35]C(=O)C)=[CH:33][CH:34]=1)=[O:29])[C:23]([O:25][CH3:26])=[O:24].[OH-].[Na+]>CO>[O:1]1[C@H:3]2[CH2:4][C@@:5]3([CH3:39])[CH:9]([CH:10]4[CH2:11][C@H:12]([F:21])[C:13]5[C@@:18]([CH3:19])([C@:2]124)[CH:17]=[CH:16][C:15](=[O:20])[CH:14]=5)[CH2:8][C@@H:7]([CH3:22])[C@:6]3([O:27][C:28]([C:30]1[O:31][C:32]([OH:35])=[CH:33][CH:34]=1)=[O:29])[C:23]([O:25][CH3:26])=[O:24] |f:1.2|. Procedure: The product of Step 2 (555 mg) is dissolved in methanol (10 mL) and 2M methanolic sodium hydroxide (1 mL) is added. After 1 hour the solvent is evaporated and the residue partitioned between water and ethyl acetate. The organic phase is dried over magnesium sulfate and evaporated. Purification by flash chromatography eluting with hexanes-ethyl acetate (1:1) affords 5-hydroxyfuran-2-carboxylic acid (6S,9S,10S,11S,13S,16R,17R)-9,11-epoxy-6-fluoro-17-methoxycarbonyl-10,13,16-trimethyl-3-oxo-6,7,8,9... Reactants: C(#N)N1CCC(CC1)N(C(C1=CC=C(C=C1)C1=CN=CO1)=O)C1CC1 (N-(1-cyano-piperidin-4-yl)-N-cyclopropyl-4-oxazol-5-yl-benzamide), ONC(C1=CC=NC=C1)=N (N-hydroxy-isonicotinamidine). The product is C1(CC1)N(C(C1=CC=C(C=C1)C1=CN=CO1)=O)C1CCN(CC1)C1=NC(=NO1)C1=CC=NC=C1 (N-Cyclopropyl-4-oxazol-5-yl-N-[1-(3-pyridin-4-yl-[1,2,4]oxadiazol-5-yl)-piperidin-4-yl]-benzamide). As a reaction SMILES: [C:1]([N:3]1[CH2:8][CH2:7][CH:6]([N:9]([CH:23]2[CH2:25][CH2:24]2)[C:10](=[O:22])[C:11]2[CH:16]=[CH:15][C:14]([C:17]3[O:21][CH:20]=[N:19][CH:18]=3)=[CH:13][CH:12]=2)[CH2:5][CH2:4]1)#[N:2].[OH:26][NH:27][C:28](=N)[C:29]1[CH:34]=[CH:33][N:32]=[CH:31][CH:30]=1>>[CH:23]1([N:9]([CH:6]2[CH2:5][CH2:4][N:3]([C:1]3[O:26][N:27]=[C:28]([C:29]4[CH:34]=[CH:33][N:32]=[CH:31][CH:30]=4)[N:2]=3)[CH2:8][CH2:7]2)[C:10](=[O:22])[C:11]2[CH:12]=[CH:13][C:14]([C:17]3[O:21][CH:20]=[N:19][CH:18]=3)=[CH:15][CH:16]=2)[CH2:25][CH2:24]1. Procedure: The title compound is prepared from N-(1-cyano-piperidin-4-yl)-N-cyclopropyl-4-oxazol-5-yl-benzamide and N-hydroxy-isonicotinamidine following a procedure analogous to that described in Example 1. LC (method 6): tR=1.51 min; Mass spectrum (ESI+): m/z=457 [M+H]+. Reactants: C(C)OC(CCN(C(OCC1=CC=CC=C1)=O)C)OCC (phenylmethyl [3,3-bis(ethyloxy)propyl]methylcarbamate), C(=O)(C(F)(F)F)O (TFA). Reaction conditions: time 30 minute. The product is CN(C(OCC1=CC=CC=C1)=O)CCC=O (Phenylmethyl methyl(3-oxopropyl)carbamate). As a reaction SMILES: C([O:3][CH:4](OCC)[CH2:5][CH2:6][N:7]([CH3:18])[C:8](=[O:17])[O:9][CH2:10][C:11]1[CH:16]=[CH:15][CH:14]=[CH:13][CH:12]=1)C.C(O)(C(F)(F)F)=O>>[CH3:18][N:7]([CH2:6][CH2:5][CH:4]=[O:3])[C:8](=[O:17])[O:9][CH2:10][C:11]1[CH:12]=[CH:13][CH:14]=[CH:15][CH:16]=1. Procedure: A mixture of phenylmethyl [3,3-bis(ethyloxy)propyl]methylcarbamate (2.982 g, 10.1 mmol) and TFA (15 mL) was stirred at ambient temperature for 30 min. The reaction was evaporated in vacuo and the residue was purified on silica gel eluting with 30% EtOAc in hexanes to provide the product as an oil: 1H NMR (d6-DMSO) δ 9.63 (1H, s), 7.26-7.36 (5H, m), 5.02 (2H, b), 3.48 (2H, b), 2.75-2.85 (3H, m), 2.64 (2H, b); ES+ MS: 244 (M+Na+).